Dataset: the Open Reaction Database (ORD), a public repository of structured organic reaction records. Task: describe an organic reaction: reactants, conditions, products, and yield Starting materials: N#CC1(c2cccc(Sc3ccc4c(Cl)cc(N=C(c5ccccc5)c5ccccc5)nc4c3)c2)CCOCC1, O=C([O-])[O-], OB(O)c1ccc(F)cc1, [K+], [K+], c1ccc(P(c2ccccc2)(c2ccccc2)[Pd](P(c2ccccc2)(c2ccccc2)c2ccccc2)(P(c2ccccc2)(c2ccccc2)c2ccccc2)P(c2ccccc2)(c2ccccc2)c2ccccc2)cc1. Yields the product N#CC1(c2cccc(Sc3ccc4c(-c5ccc(F)cc5)cc(N=C(c5ccccc5)c5ccccc5)nc4c3)c2)CCOCC1. RXN SMILES: [C:1]([c:2]1[cH:3][cH:4][cH:5][cH:6][cH:7]1)([c:8]1[cH:9][cH:10][cH:11][cH:12][cH:13]1)=[N:14][c:15]1[n:16][c:17]2[cH:18][c:19]([S:26][c:27]3[cH:28][c:29]([C:33]4([C:39]#[N:40])[CH2:34][CH2:35][O:36][CH2:37][CH2:38]4)[cH:30][cH:31][cH:32]3)[cH:20][cH:21][c:22]2[c:23]([Cl:25])[cH:24]1.[C:51](=[O:52])([O-:53])[O-:54].[F:41][c:42]1[cH:43][cH:44][c:45]([B:48]([OH:49])[OH:50])[cH:46][cH:47]1.[K+:55].[K+:56].[cH:57]1[cH:58][cH:59][c:60]([P:61]([Pd:62]([P:63]([c:64]2[cH:65][cH:66][cH:67][cH:68][cH:69]2)([c:70]2[cH:71][cH:72][cH:73][cH:74][cH:75]2)[c:76]2[cH:77][cH:78][cH:79][cH:80][cH:81]2)([P:82]([c:83]2[cH:84][cH:85][cH:86][cH:87][cH:88]2)([c:89]2[cH:90][cH:91][cH:92][cH:93][cH:94]2)[c:95]2[cH:96][cH:97][cH:98][cH:99][cH:100]2)[P:101]([c:102]2[cH:103][cH:104][cH:105][cH:106][cH:107]2)([c:108]2[cH:109][cH:110][cH:111][cH:112][cH:113]2)[c:114]2[cH:115][cH:116][cH:117][cH:118][cH:119]2)([c:120]2[cH:121][cH:122][cH:123][cH:124][cH:125]2)[c:126]2[cH:127][cH:128][cH:129][cH:130][cH:131]2)[cH:132][cH:133]1>>[C:1]([c:2]1[cH:3][cH:4][cH:5][cH:6][cH:7]1)([c:8]1[cH:9][cH:10][cH:11][cH:12][cH:13]1)=[N:14][c:15]1[n:16][c:17]2[cH:18][c:19]([S:26][c:27]3[cH:28][c:29]([C:33]4([C:39]#[N:40])[CH2:34][CH2:35][O:36][CH2:37][CH2:38]4)[cH:30][cH:31][cH:32]3)[cH:20][cH:21][c:22]2[c:23](-[c:45]2[cH:44][cH:43][c:42]([F:41])[cH:47][cH:46]2)[cH:24]1. The reactants are COCCOC, OC1CCCCCC1, CCOC(=O)CC(=O)CCl, [H-], [Na+]. Product: CCOC(=O)CC(=O)COC1CCCCCC1. As a reaction SMILES: [CH3:21][O:22][CH2:23][CH2:24][O:25][CH3:26].[CH:13]1([OH:20])[CH2:14][CH2:15][CH2:16][CH2:17][CH2:18][CH2:19]1.[Cl:1][CH2:2][C:3]([CH2:4][C:5](=[O:6])[O:7][CH2:8][CH3:9])=[O:10].[H-:11].[Na+:12]>>[CH2:2]([C:3]([CH2:4][C:5](=[O:6])[O:7][CH2:8][CH3:9])=[O:10])[O:20][CH:13]1[CH2:14][CH2:15][CH2:16][CH2:17][CH2:18][CH2:19]1. The reactants are [BH4-], O=C([O-])O, CCCCCCC(=O)c1ccc(-c2ccc(C(F)(F)F)cc2)c(C)c1, CCO, CCOC(C)=O, [Cl-], [Na+], [Na+], [Na+]. Product: CCCCCCC(O)c1ccc(-c2ccc(C(F)(F)F)cc2)c(C)c1. Reaction SMILES: [BH4-:26].[C:28](=[O:29])([OH:30])[O-:31].[CH3:1][c:2]1[c:3](-[c:16]2[cH:17][cH:18][c:19]([C:22]([F:23])([F:24])[F:25])[cH:20][cH:21]2)[cH:4][cH:5][c:6]([C:8]([CH2:9][CH2:10][CH2:11][CH2:12][CH2:13][CH3:14])=[O:15])[cH:7]1.[CH3:35][CH2:36][OH:37].[CH3:38][CH2:39][O:40][C:41](=[O:42])[CH3:43].[Cl-:34].[Na+:27].[Na+:32].[Na+:33]>>[CH3:1][c:2]1[c:3](-[c:16]2[cH:17][cH:18][c:19]([C:22]([F:23])([F:24])[F:25])[cH:20][cH:21]2)[cH:4][cH:5][c:6]([CH:8]([CH2:9][CH2:10][CH2:11][CH2:12][CH2:13][CH3:14])[OH:15])[cH:7]1. Reactants: CN(C1=CC=CC=C1)C (N,N-dimethylaniline), C1(CCCC1)CO (cyclopentylmethanol), solution, C(=O)(Cl)Cl (phosgene), C1(=CC=CC=C1)C (toluene). Conditions: time 30 minute. Yields the product ClC(=O)OCC1CCCC1 (cyclopentylmethyl chloroformate). The yield is 81.0%. As a reaction SMILES: CN(C)C1C=CC=CC=1.[CH:10]1([CH2:15][OH:16])[CH2:14][CH2:13][CH2:12][CH2:11]1.[C:17](Cl)([Cl:19])=[O:18].C1(C)C=CC=CC=1>>[Cl:19][C:17]([O:16][CH2:15][CH:10]1[CH2:14][CH2:13][CH2:12][CH2:11]1)=[O:18]. Procedure details: A mixture of 24.2 g (0.20 mole) N,N-dimethylaniline and 20.3 g (0.20 mole) of cyclopentylmethanol was slowly added to a 20% solution of phosgene in toluene (104 ml, 0.20 mole) cooled to -5° to +5° C. After the addition the reaction mixture was allowed to attain room temperature and was kept at room temperature for 30 min. The precipitate was filtered off and the solvent was evaporated. Distillation in vacuo gave 26.3 g (81%) of cyclopentylmethyl chloroformate. Bp17-20 82°-84° C., nD21 1.4541. An...